From a dataset of the Open Reaction Database (ORD), a public repository of structured organic reaction records. describe an organic reaction: reactants, conditions, products, and yield The reactants are COC1=C(C=CC(=C1)OC(F)(F)F)C1=[N+](C=C(C=C1C)[N+](=O)[O-])[O-] (2-(2-methoxy-4-trifluoromethoxy-phenyl)-3-methyl-5-nitro-pyridine 1-oxide), O=P(Cl)(Cl)Cl (POCl3). Conditions: temperature 75 celsius, time 2 hour. Product: ClC1=NC(=C(C=C1[N+](=O)[O-])C)C1=C(C=C(C=C1)OC(F)(F)F)OC (2-chloro-6-(2-methoxy-4-trifluoromethoxy-phenyl)-5-methyl-3-nitro-pyridine). As a reaction SMILES: [CH3:1][O:2][C:3]1[CH:8]=[C:7]([O:9][C:10]([F:13])([F:12])[F:11])[CH:6]=[CH:5][C:4]=1[C:14]1[C:19]([CH3:20])=[CH:18][C:17]([N+:21]([O-:23])=[O:22])=[CH:16][N+:15]=1[O-].O=P(Cl)(Cl)[Cl:27]>>[Cl:27][C:16]1[C:17]([N+:21]([O-:23])=[O:22])=[CH:18][C:19]([CH3:20])=[C:14]([C:4]2[CH:5]=[CH:6][C:7]([O:9][C:10]([F:13])([F:12])[F:11])=[CH:8][C:3]=2[O:2][CH3:1])[N:15]=1. Reported procedure: POCl3 (500 ml) is added to 2-(2-methoxy-4-trifluoromethoxy-phenyl)-3-methyl-5-nitro-pyridine 1-oxide (97 g, 0.3 mol) at room temperature and the mixture is stirred at 75° C. for 2 hours. The mixture is concentrated under reduced pressure. Aqueous saturated Na2CO3 is added to the residue and the mixture is extracted with EtOAc. The combined extracts are washed with brine and dried over Na2SO4. The solvent is removed under reduced pressure. The residue is purified by flash column chromatography (h... Procedure: To Compound 517 (219 mg, 0.43 mmol) in dichloromethane (2 mL) was added trifluoroacetic acid (1.26 mL, 16.36 mmol). After 3 hours of stiffing, the solution was concentrated under reduced pressure. The residue was brought to pH 8 with saturated aqueous NaHCO3. The aqueous solution was extracted twice with ethyl acetate. The combined organic layers were dried over anhydrous Na2SO4, filtered, and concentrated under reduced pressure to yield a colorless oil which was dissolved in methanol and loaded... Reactants: CC([C@@H](C1=NC(=NO1)C)NC(=O)C=1N=C(N2C1CN(CCC2)C(=O)OC(C)(C)C)C2=CC=CC=C2)(C)C ((S)-tert-butyl 1-(2,2-dimethyl-1-(3-methyl-1,2,4-oxadiazol-5-yl)propylcarbamoyl)-3-phenyl-6,7-dihydro-5H-imidazo[1,5-a][1,4]diazepine-8(9H)-carboxylate), FC(C(=O)O)(F)F (trifluoroacetic acid). The yield is 84.0%. As a reaction SMILES: [CH3:1][C:2]([CH3:37])([CH3:36])[C@H:3]([NH:10][C:11]([C:13]1[N:14]=[C:15]([C:30]2[CH:35]=[CH:34][CH:33]=[CH:32][CH:31]=2)[N:16]2[CH2:22][CH2:21][CH2:20][N:19](C(OC(C)(C)C)=O)[CH2:18][C:17]=12)=[O:12])[C:4]1[O:8][N:7]=[C:6]([CH3:9])[N:5]=1.FC(F)(F)C(O)=O>ClCCl.CO>[CH3:1][C:2]([CH3:37])([CH3:36])[C@H:3]([NH:10][C:11]([C:13]1[N:14]=[C:15]([C:30]2[CH:31]=[CH:32][CH:33]=[CH:34][CH:35]=2)[N:16]2[CH2:22][CH2:21][CH2:20][NH:19][CH2:18][C:17]=12)=[O:12])[C:4]1[O:8][N:7]=[C:6]([CH3:9])[N:5]=1. Run at time 3 hour. Product: CC([C@@H](C1=NC(=NO1)C)NC(=O)C=1N=C(N2C1CNCCC2)C2=CC=CC=C2)(C)C ((S)-N-(2,2-dimethyl-1-(3-methyl-1,2,4-oxadiazol-5-yl)propyl)-3-phenyl-6,7,8,9-tetrahydro-5H-imidazo[1,5-a][1,4]diazepine-1-carboxamide), solid. Run in CO (methanol), CO (methanol), ClCCl (dichloromethane). Starting materials: Cl (hydrochloric acid), [N-]=[N+]=[N-].[Na+] (sodium azide), C(CCC)[Sn](CCCC)(CCCC)Cl (tributyltin chloride), C(#N)C1=CN(C2=C(C(=C(C=C2C1=O)F)N1CCN(CC1)C1=NC=CC=N1)OC(F)F)CC (3-cyano-1-ethyl-6-fluoro-8-difluoromethoxy-7-[4-(2-pyrimidinyl)piperazin-1-yl]-1,4-dihydro-4-oxoquinoline). The solvent is C=1(C(=CC=CC1)C)C (xylene). The product is C(C)N1C=C(C(C2=CC(=C(C(=C12)OC(F)F)N1CCN(CC1)C1=NC=CC=N1)F)=O)C1=NN=NN1 (1-ethyl-6-fluoro-8-difluoromethoxy-7-[4-(2-pyrimidinyl)piperazin-1-yl]-3-(5-tetrazolyl)-1,4-dihydro-4-oxoquinoline). Yield: 69.0%. RXN SMILES: [C:1]([C:3]1[C:12](=[O:13])[C:11]2[C:6](=[C:7]([O:27][CH:28]([F:30])[F:29])[C:8]([N:15]3[CH2:20][CH2:19][N:18]([C:21]4[N:26]=[CH:25][CH:24]=[CH:23][N:22]=4)[CH2:17][CH2:16]3)=[C:9]([F:14])[CH:10]=2)[N:5]([CH2:31][CH3:32])[CH:4]=1)#[N:2].[N-:33]=[N+:34]=[N-:35].[Na+].C([Sn](Cl)(CCCC)CCCC)CCC.Cl>C1(C)C(C)=CC=CC=1>[CH2:31]([N:5]1[C:6]2[C:11](=[CH:10][C:9]([F:14])=[C:8]([N:15]3[CH2:16][CH2:17][N:18]([C:21]4[N:22]=[CH:23][CH:24]=[CH:25][N:26]=4)[CH2:19][CH2:20]3)[C:7]=2[O:27][CH:28]([F:30])[F:29])[C:12](=[O:13])[C:3]([C:1]2[NH:35][N:34]=[N:33][N:2]=2)=[CH:4]1)[CH3:32] |f:1.2|. Procedure details: To 25 ml of xylene were added 0.5 g (0.0011 mole) of 3-cyano-1-ethyl-6-fluoro-8-difluoromethoxy-7-[4-(2-pyrimidinyl)piperazin-1-yl]-1,4-dihydro-4-oxoquinoline obtained as described above, 0.21 g of (0.0033 mole) of sodium azide and 1.07 g (0.0033 mole) of tributyltin chloride, and the mixture was stirred under reflux by heating for 9 hours. After the mixture was cooled to room temperature, 7 ml of a 1N hydrochloric acid aqueous solution was added thereto, and the mixture was stirred. Then, cryst... Procedure details: The titled compound is prepared analogously to 1-bromomethyl-2-chloro-4-methanesulfonyl-benzene by replacing 2-chloro-4-fluorobenzaldehyde (step 90a) with 4-fluoro-2-trifluoromethylbenzaldehyde. RXN SMILES: [Br:1][CH2:2][C:3]1[CH:8]=[CH:7][C:6]([S:9]([CH3:12])(=[O:11])=[O:10])=[CH:5][C:4]=1Cl.FC1C=CC(C=O)=C([C:23]([F:26])([F:25])[F:24])C=1>>[Br:1][CH2:2][C:3]1[CH:8]=[CH:7][C:6]([S:9]([CH3:12])(=[O:11])=[O:10])=[CH:5][C:4]=1[C:23]([F:26])([F:25])[F:24]. Product: BrCC1=C(C=C(C=C1)S(=O)(=O)C)C(F)(F)F (1-Bromomethyl-4-methanesulfonyl-2-trifluoromethyl-benzene). Reactants: BrCC1=C(C=C(C=C1)S(=O)(=O)C)Cl (1-bromomethyl-2-chloro-4-methanesulfonyl-benzene), FC1=CC(=C(C=O)C=C1)C(F)(F)F (4-fluoro-2-trifluoromethylbenzaldehyde). Starting materials: [OH-].[Li+] (lithium hydroxide), COC([C@@H](NC(C(CCC)SCC1=CC=C(C=C1)OC)=O)CCC1=CC=CC=C1)=O (2-(4-methoxybenzylthio)-pentanoyl-(L)-homophenylalanine methyl ester), CO (methanol), Cl (hydrochloric acid). Run in CCCCCC.C(C)(=O)OCC (hexane ethyl acetate), O1CCCC1 (tetrahydrofuran). Run at time 18 hour. Yields the product 1/1, COC1=CC=C(CSC(C(=O)N[C@@H](CCC2=CC=CC=C2)C(=O)O)CCC)C=C1 (2-(4-methoxybenzylthio)-pentanoyl-(L)-homophenylalanine). Isolated yield 95.0%. As a reaction SMILES: C[O:2][C:3](=[O:30])[C@H:4]([CH2:22][CH2:23][C:24]1[CH:29]=[CH:28][CH:27]=[CH:26][CH:25]=1)[NH:5][C:6](=[O:21])[CH:7]([S:11][CH2:12][C:13]1[CH:18]=[CH:17][C:16]([O:19][CH3:20])=[CH:15][CH:14]=1)[CH2:8][CH2:9][CH3:10].CO.[OH-].[Li+].Cl>CCCCCC.C(OCC)(=O)C.O1CCCC1>[CH3:20][O:19][C:16]1[CH:15]=[CH:14][C:13]([CH2:12][S:11][CH:7]([CH2:8][CH2:9][CH3:10])[C:6]([NH:5][C@H:4]([C:3]([OH:30])=[O:2])[CH2:22][CH2:23][C:24]2[CH:25]=[CH:26][CH:27]=[CH:28][CH:29]=2)=[O:21])=[CH:18][CH:17]=1 |f:2.3,5.6|. Reported procedure: Combine 2-(4-methoxybenzylthio)-pentanoyl-(L)-homophenylalanine methyl ester (3.50 g, 8.15 mmol) and methanol (30 mL)and tetrahydrofuran (30 (mL). Cool in an ice bath. Add an aqueous 2M lithium hydroxide solution (8.2 mL, 16.4 mmol). After 18 hours, adjust the pH to about 6 using an aqueous 10% hydrochloric acid solution and evaporate in vacuo to give a residue. Partition the residue between dichloromethane and water, adjust the pH of the aqueous layer to about 1 using an aqueous 10% hydrochlori... The reactants are C(C1=CC=CC=C1)NC(=O)C=1C=C2CC(NC2=CC1)=O (N-Benzyl-2-oxoindoline-5-carboxamide), ClC1=CC=C(C=N1)S(=O)(=O)N1CCN(CC1)C (1-[(6-chloropyridin-3-yl)sulfonyl]-4-methylpiperazine), [H-].[Na+] (sodium hydride), [H-].[Na+] (Sodium hydride), C(O)([O-])=O.[Na+] (sodium hydrogen carbonate). Solvent: CN(C=O)C (N,N-dimethylformamide), CCCCCC (hexane). Conditions: time 10 minute. Product: Cl.C(C1=CC=CC=C1)NC(=O)C=1C=C2C(=C(NC2=CC1)O)C1=NC=C(C=C1)S(=O)(=O)N1CCN(CC1)C (N-Benzyl-2-hydroxy-3-{5-[(4-methylpiperazin-1-yl)sulfonyl]pyridin-2-yl}-1H-indole-5-carboxamide hydrochloride). Isolated yield 15.7%. Reaction SMILES: [H-].[Na+].[CH2:3]([NH:10][C:11]([C:13]1[CH:14]=[C:15]2[C:19](=[CH:20][CH:21]=1)[NH:18][C:17](=[O:22])[CH2:16]2)=[O:12])[C:4]1[CH:9]=[CH:8][CH:7]=[CH:6][CH:5]=1.[Cl:23][C:24]1[N:29]=[CH:28][C:27]([S:30]([N:33]2[CH2:38][CH2:37][N:36]([CH3:39])[CH2:35][CH2:34]2)(=[O:32])=[O:31])=[CH:26][CH:25]=1.C(=O)([O-])O.[Na+]>CCCCCC.CN(C)C=O>[ClH:23].[CH2:3]([NH:10][C:11]([C:13]1[CH:14]=[C:15]2[C:19](=[CH:20][CH:21]=1)[NH:18][C:17]([OH:22])=[C:16]2[C:24]1[CH:25]=[CH:26][C:27]([S:30]([N:33]2[CH2:38][CH2:37][N:36]([CH3:39])[CH2:35][CH2:34]2)(=[O:32])=[O:31])=[CH:28][N:29]=1)=[O:12])[C:4]1[CH:5]=[CH:6][CH:7]=[CH:8][CH:9]=1 |f:0.1,4.5,8.9|. Procedure: Sodium hydride (0.033 g of 60% dispersion in paraffin, 0.84 mmol) was washed with hexane, dried in vacuo and suspended in N,N-dimethylformamide (1 mL). N-Benzyl-2-oxoindoline-5-carboxamide (0.110 g, 0.41 mmol) and 1-[(6-chloropyridin-3-yl)sulfonyl]-4-methylpiperazine (0.170 g, 0.62 mmol; described in: Thunus L. Annuale Pharmacetiques Francisies, 1977, 35, 197-203) were dissolved in N,N-dimethylformamide (5 mL) and added to the suspension of sodium hydride. The reaction mixture was stirred at roo... The reactants are CC(C)(C)c1ccc(CC(=O)c2ccccc2)cc1, CCOP(=O)(OCC)C(CC)C(=O)[O-], [H-], [Na+], CN(C)C=O. The product is CC(=CC(=O)O)c1ccc(C(C)(C)C)cc1. Reaction SMILES: [C:17]([CH3:18])([CH3:19])([CH3:20])[c:21]1[cH:22][cH:23][c:24]([CH2:27][C:28]([c:29]2[cH:30][cH:31][cH:32][cH:33][cH:34]2)=[O:35])[cH:25][cH:26]1.[CH2:1]([CH3:2])[CH:3]([C:4](=[O:5])[O-:6])[P:7]([O:8][CH2:9][CH3:10])([O:11][CH2:12][CH3:13])=[O:14].[H-:15].[Na+:16].[O:36]=[CH:37][N:38]([CH3:39])[CH3:40]>>[C:1]([CH3:2])(=[CH:3][C:4](=[O:5])[OH:6])[c:24]1[cH:23][cH:22][c:21]([C:17]([CH3:18])([CH3:19])[CH3:20])[cH:26][cH:25]1. Starting materials: O=C([O-])[O-], C#CCN, C1CCOC1, Clc1ncc(Cl)c(Cl)n1, [K+], [K+], O. Yields the product C#CCNc1nc(Cl)ncc1Cl. As a reaction SMILES: [C:14](=[O:15])([O-:16])[O-:17].[CH2:10]([C:11]#[CH:12])[NH2:13].[CH2:20]1[O:21][CH2:22][CH2:23][CH2:24]1.[Cl:1][c:2]1[n:3][cH:4][c:5]([Cl:9])[c:6]([Cl:8])[n:7]1.[K+:18].[K+:19].[OH2:25]>>[Cl:1][c:2]1[n:3][cH:4][c:5]([Cl:9])[c:6]([NH:13][CH2:10][C:11]#[CH:12])[n:7]1. Reactants: C1CNCCN1, COc1ccccc1N, O=[N+]([O-])c1cc(S(=O)(=O)Cl)ccc1Cl, COc1ccccc1NS(=O)(=O)c1ccc(Cl)c([N+](=O)[O-])c1, c1ccncc1. Product: COc1ccccc1NS(=O)(=O)c1ccc(N2CCNCC2)c([N+](=O)[O-])c1. Reaction SMILES: [CH2:46]1[CH2:47][NH:48][CH2:49][CH2:50][NH:51]1.[CH3:15][O:16][c:17]1[cH:18][cH:19][cH:20][cH:21][c:22]1[NH2:23].[Cl:1][c:2]1[cH:3][cH:4][c:5]([S:6]([Cl:7])(=[O:8])=[O:9])[cH:10][c:11]1[N+:12]([O-:13])=[O:14].[Cl:24][c:25]1[c:26]([N+:43](=[O:44])[O-:45])[cH:27][c:28]([S:31](=[O:32])(=[O:33])[NH:34][c:35]2[c:36]([O:41][CH3:42])[cH:37][cH:38][cH:39][cH:40]2)[cH:29][cH:30]1.[cH:52]1[cH:53][cH:54][n:55][cH:56][cH:57]1>>[c:25]1([N:48]2[CH2:47][CH2:46][NH:51][CH2:50][CH2:49]2)[c:26]([N+:43](=[O:44])[O-:45])[cH:27][c:28]([S:31](=[O:32])(=[O:33])[NH:34][c:35]2[c:36]([O:41][CH3:42])[cH:37][cH:38][cH:39][cH:40]2)[cH:29][cH:30]1.